Dataset: the Open Reaction Database (ORD), a public repository of structured organic reaction records. Task: describe an organic reaction: reactants, conditions, products, and yield Reactants: CCOc1cc(C(=O)OC)ccc1OC, CO. Yields the product CCOc1cc(C(=O)O)ccc1OC. As a reaction SMILES: [CH2:1]([CH3:2])[O:3][c:4]1[cH:5][c:6]([C:7](=[O:8])[O:9][CH3:10])[cH:11][cH:12][c:13]1[O:14][CH3:15].[CH3:16][OH:17]>>[CH2:1]([CH3:2])[O:3][c:4]1[cH:5][c:6]([C:7](=[O:8])[OH:9])[cH:11][cH:12][c:13]1[O:14][CH3:15]. The reactants are NC1=CC=C(C(=O)[O-])C=C1.[Na+] (Sodium 4-aminobenzoate), ClCCCC(=O)Cl (4-chlorobutyryl chloride), C(=O)([O-])[O-].[Na+].[Na+] (Na2CO3). Solvent: C1=CC=CC=C1 (benzene). Run at temperature 60 celsius, time 20 hour. Product: O=C1N(CCC1)C1=CC=C(C(=O)O)C=C1 (4- (2-oxo-pyrrolidin-1-yl)-benzoic acid). RXN SMILES: [NH2:1][C:2]1[CH:10]=[CH:9][C:5]([C:6]([O-:8])=[O:7])=[CH:4][CH:3]=1.[Na+].Cl[CH2:13][CH2:14][CH2:15][C:16](Cl)=[O:17].C([O-])([O-])=O.[Na+].[Na+]>C1C=CC=CC=1>[O:17]=[C:16]1[CH2:15][CH2:14][CH2:13][N:1]1[C:2]1[CH:10]=[CH:9][C:5]([C:6]([OH:8])=[O:7])=[CH:4][CH:3]=1 |f:0.1,3.4.5|. Procedure details: Sodium 4-aminobenzoate (42.5 g, 0.267 mol) was suspended in 250 ml benzene. To this solution, upon vigorous stirring, 4-chlorobutyryl chloride (29 ml, 0.248 mol) was added slowly. The temperature of the reaction mixture was heated to 60° C. It is at 60° C. that the reaction was continued for another 20 hours. Na2CO3 solution (20%, 600 ml) was then added and the benzene layer was separated. The aqueous layer was acidified and the white precipitate was filtrated and recrystallized from methanol to... Reactants: O=C([O-])[O-], CNc1cccc(C)n1, CC(C)=O, [K+], [K+], S=C(Cl)Oc1ccc2ccccc2c1. Product: Cc1cccc(N(C)C(=S)Oc2ccc3ccccc3c2)n1. RXN SMILES: [C:10](=[O:11])([O-:12])[O-:13].[CH3:1][c:2]1[cH:3][cH:4][cH:5][c:6]([NH:8][CH3:9])[n:7]1.[CH3:30][C:31](=[O:32])[CH3:33].[K+:14].[K+:15].[cH:16]1[c:17]([O:26][C:27](=[S:28])[Cl:29])[cH:18][cH:19][c:20]2[cH:21][cH:22][cH:23][cH:24][c:25]12>>[CH3:1][c:2]1[cH:3][cH:4][cH:5][c:6]([N:8]([CH3:9])[C:27]([O:26][c:17]2[cH:16][c:25]3[c:20]([cH:19][cH:18]2)[cH:21][cH:22][cH:23][cH:24]3)=[S:28])[n:7]1. The reactants are CCOC(=O)C(C#N)c1ccc(OC)cc1[N+](=O)[O-], CCOC(C)=O, [Na+], [Na+], O=C([O-])[O-]. Yields the product COc1ccc(CC#N)c([N+](=O)[O-])c1. Reaction SMILES: [CH2:1]([O:2][C:3](=[O:4])[CH:5]([c:6]1[c:7]([N+:14](=[O:15])[O-:16])[cH:8][c:9]([O:12][CH3:13])[cH:10][cH:11]1)[C:17]#[N:18])[CH3:19].[CH3:26][CH2:27][O:28][C:29](=[O:30])[CH3:31].[Na+:20].[Na+:21].[O-:22][C:23](=[O:24])[O-:25]>>[CH2:5]([c:6]1[c:7]([N+:14](=[O:15])[O-:16])[cH:8][c:9]([O:12][CH3:13])[cH:10][cH:11]1)[C:17]#[N:18]. Run at time 5 hour. The product is C1(CC1)C=1C(=NOC1C1CC(C1)CC(C)(C)C)C(CC(=O)OC(C)(C)C)CCCO (tert-Butyl 3-{4-cyclopropyl-5-[3-(2,2-dimethylpropyl)cyclobutyl]isoxazol-3-yl]-6-hydroxyhexanoate). Reaction SMILES: C([O:8][CH2:9][CH2:10][CH2:11][CH:12]([C:21]1[C:25]([CH:26]2[CH2:28][CH2:27]2)=[C:24]([CH:29]2[CH2:32][CH:31]([CH2:33][C:34]([CH3:37])([CH3:36])[CH3:35])[CH2:30]2)[O:23][N:22]=1)[CH2:13][C:14]([O:16][C:17]([CH3:20])([CH3:19])[CH3:18])=[O:15])C1C=CC=CC=1.CO>[Pd].O1CCCC1>[CH:26]1([C:25]2[C:21]([CH:12]([CH2:11][CH2:10][CH2:9][OH:8])[CH2:13][C:14]([O:16][C:17]([CH3:19])([CH3:18])[CH3:20])=[O:15])=[N:22][O:23][C:24]=2[CH:29]2[CH2:30][CH:31]([CH2:33][C:34]([CH3:37])([CH3:36])[CH3:35])[CH2:32]2)[CH2:27][CH2:28]1. Starting materials: C(C1=CC=CC=C1)OCCCC(CC(=O)OC(C)(C)C)C1=NOC(=C1C1CC1)C1CC(C1)CC(C)(C)C (tert-Butyl 6-benzyloxy-3-{4-cyclopropyl-5-[3-(2,2-dimethylpropyl)cyclobutyl]isoxazol-3-yl]hexanoate), CO (methanol). The reagents and catalysts are [Pd] (palladium on activated carbon). Solvent: O1CCCC1 (tetrahydrofuran). Reported procedure: tert-Butyl 6-benzyloxy-3-{4-cyclopropyl-5-[3-(2,2-dimethylpropyl)cyclobutyl]isoxazol-3-yl]hexanoate (980 mg), methanol (10 mL) and tetrahydrofuran (3 mL) were mixed. To the mixture was added 7.5 w/w % palladium on activated carbon (200 mg). The mixture was stirred at RT under hydrogen atmosphere (1 atm) for 5 hr. The catalyst was freshened up, and the mixture was stirred at RT under hydrogen atmosphere (1 atm) overnight. The 7.5 w/w % palladium on activated carbon was filtered off and the filtra... The reactants are COC(=O)c1cc2cc(OC)c(OC)c(OC)c2[nH]1, CO, [K+], [OH-]. Product: COc1cc2cc(C(=O)O)[nH]c2c(OC)c1OC. Reaction SMILES: [CH3:1][O:2][c:3]1[cH:4][c:5]2[cH:6][c:7]([C:16](=[O:17])[O:18][CH3:19])[nH:8][c:9]2[c:10]([O:14][CH3:15])[c:11]1[O:12][CH3:13].[CH3:22][OH:23].[K+:21].[OH-:20]>>[CH3:1][O:2][c:3]1[cH:4][c:5]2[cH:6][c:7]([C:16](=[O:17])[OH:18])[nH:8][c:9]2[c:10]([O:14][CH3:15])[c:11]1[O:12][CH3:13]. Starting materials: C(C1=CC=CC=C1)OC(=O)Cl (benzylchloroformate), NCCCC(=O)O (4-aminobutanoic acid), C([O-])(O)=O.[Na+] (sodium bicarbonate), O (water). The solvent is CC(=O)C (acetone), CC(=O)C (acetone). Reaction conditions: time 8 hour. Product: C(C1=CC=CC=C1)OC(=O)NCCCC(=O)O (4-[(benzyloxycarbonyl)amino]butanoic acid). Reaction SMILES: [CH2:1]([O:8][C:9](Cl)=[O:10])[C:2]1[CH:7]=[CH:6][CH:5]=[CH:4][CH:3]=1.[NH2:12][CH2:13][CH2:14][CH2:15][C:16]([OH:18])=[O:17].C(=O)(O)[O-].[Na+].O>CC(C)=O>[CH2:1]([O:8][C:9]([NH:12][CH2:13][CH2:14][CH2:15][C:16]([OH:18])=[O:17])=[O:10])[C:2]1[CH:7]=[CH:6][CH:5]=[CH:4][CH:3]=1 |f:2.3|. Procedure: A solution of benzylchloroformate (9.4 g, 5.5 mmol) in acetone (15 ml) was added dropwise to a mixture of 4-aminobutanoic acid (5.2 g, 5 mmol), sodium bicarbonate (8.6 g, 10 mmol), water (25 ml) and acetone (25 ml) causing vigorous effervescence. The solution was allowed to stir overnight. The acetone was removed using a rotary evaporator to leave an aqueous phase which was washed with ether (2×25 ml). The resulting aqueous layer was acidified to pH2 with dilute hydrochloric acid and then extrac... Reactants: N#Cc1ccc(Nc2cccc(Br)c2)c([N+](=O)[O-])c1, CO, NN, O. Yields the product N#Cc1ccc(Nc2cccc(Br)c2)c(N)c1. RXN SMILES: [Br:1][c:2]1[cH:3][c:4]([NH:8][c:9]2[c:10]([N+:17]([O-:18])=[O:19])[cH:11][c:12]([C:13]#[N:14])[cH:15][cH:16]2)[cH:5][cH:6][cH:7]1.[CH3:23][OH:24].[NH2:21][NH2:22].[OH2:20]>>[Br:1][c:2]1[cH:3][c:4]([NH:8][c:9]2[c:10]([NH2:17])[cH:11][c:12]([C:13]#[N:14])[cH:15][cH:16]2)[cH:5][cH:6][cH:7]1.